Dataset: the Open Reaction Database (ORD), a public repository of structured organic reaction records. Task: describe an organic reaction: reactants, conditions, products, and yield Reactants: CO (methanol), C1(CC1)NC(P(OCC)(OCC)=O)P(OCC)(OCC)=O (tetraethyl (cyclopropylamino)methylenebis(phosphonate)), CC(=O)C (acetone). Run in C(C)(=O)O.Br (hydrogen bromide acetic acid). Conditions: temperature 45 celsius, time 2 hour. Yields the product C1(CC1)NC(P(O)(O)=O)P(O)(O)=O ((cyclopropylamino)methylenebis(phosphonic acid)). Isolated yield 48.7%. As a reaction SMILES: [CH:1]1([NH:4][CH:5]([P:14](=[O:21])([O:18]CC)[O:15]CC)[P:6](=[O:13])([O:10]CC)[O:7]CC)[CH2:3][CH2:2]1.CO.CC(C)=O>C(O)(=O)C.Br>[CH:1]1([NH:4][CH:5]([P:14](=[O:15])([OH:18])[OH:21])[P:6](=[O:7])([OH:13])[OH:10])[CH2:2][CH2:3]1 |f:3.4|. Reported procedure: 1.28 g of tetraethyl (cyclopropylamino)methylenebis(phosphonate) was dissolved in 13 ml of 25% hydrogen bromide acetic acid solution and the mixture was stirred at 45° C. for 2 hours. The reaction solution was concentrated under reduced pressure, and 20 ml of purified water was added to the residue. Then, the mixture was again concentrated under reduced pressure. The oily product thus obtained was solidified by methanol and acetone and subjected to the filtration. The solid was washed with aceto... Starting materials: CO, COC(=O)COc1ccc([N+](=O)[O-])cc1. Product: COC(=O)COc1ccc(N)cc1. Reaction SMILES: [CH3:16][OH:17].[N+:1]([O-:2])(=[O:3])[c:4]1[cH:5][cH:6][c:7]([O:8][CH2:9][C:10](=[O:11])[O:12][CH3:13])[cH:14][cH:15]1>>[NH2:1][c:4]1[cH:5][cH:6][c:7]([O:8][CH2:9][C:10](=[O:11])[O:12][CH3:13])[cH:14][cH:15]1. Starting materials: ClC1=NC=C(C=C1)[N+](=O)[O-] (2-chloro-5-nitropyridine), C[C@H]1NCCOC1 ((R)-3-methylmorpholine). Solvent: CO (MeOH). Reaction conditions: temperature 150 celsius. The product is C[C@H]1N(CCOC1)C1=NC=C(C=C1)[N+](=O)[O-] ((R)-3-methyl-4-(5-nitro-pyridin-2-yl)-morpholine). The yield is 77.6%. Reaction SMILES: Cl[C:2]1[CH:7]=[CH:6][C:5]([N+:8]([O-:10])=[O:9])=[CH:4][N:3]=1.[CH3:11][C@@H:12]1[CH2:17][O:16][CH2:15][CH2:14][NH:13]1>CO>[CH3:11][C@@H:12]1[CH2:17][O:16][CH2:15][CH2:14][N:13]1[C:2]1[CH:7]=[CH:6][C:5]([N+:8]([O-:10])=[O:9])=[CH:4][N:3]=1. Reported procedure: A mixture of 1 g (6.18 mmol) of 2-chloro-5-nitropyridine and 1.31 g (12.36 mmol) of (R)-3-methylmorpholine is heated in a Biotage microwave machine for 1 hour at 150° C. The reaction medium is taken up in MeOH and then evaporated under reduced pressure. The residue is chromatographed on silica gel, eluting with a DCM/MeOH mixture from (100/0 v/v) up to (95/5 v/v) to give 1.07 g of (R)-3-methyl-4-(5-nitro-pyridin-2-yl)-morpholine. The reactants are NCCOC1=C(C=C(C=C1)C1=CC2=C(C(=N1)C#N)N=NN2C)C(F)(F)F (6-(4-(2-Aminoethoxy)-3-(trifluoromethyl)phenyl)-1-methyl-1H-[1,2,3]triazolo-[4,5-c]pyridine-4-carbonitrile), CCN(C(C)C)C(C)C (Hunig's base), C(C)(=O)Cl (acetyl chloride). Solvent: C(Cl)Cl (DCM), C1CCOC1 (THF). Reaction conditions: time 1 hour. The product is C(#N)C1=NC(=CC2=C1N=NN2C)C2=CC(=C(OCCNC(C)=O)C=C2)C(F)(F)F (N-(2-(4-(4-cyano-1-methyl-1H-[1,2,3]triazolo[4,5-c]pyridin-6-yl)-2-(trifluoromethyl)phenoxy)ethyl)acetamide). RXN SMILES: [NH2:1][CH2:2][CH2:3][O:4][C:5]1[CH:10]=[CH:9][C:8]([C:11]2[N:16]=[C:15]([C:17]#[N:18])[C:14]3[N:19]=[N:20][N:21]([CH3:22])[C:13]=3[CH:12]=2)=[CH:7][C:6]=1[C:23]([F:26])([F:25])[F:24].CCN(C(C)C)C(C)C.[C:36](Cl)(=[O:38])[CH3:37]>C1COCC1.C(Cl)Cl>[C:17]([C:15]1[C:14]2[N:19]=[N:20][N:21]([CH3:22])[C:13]=2[CH:12]=[C:11]([C:8]2[CH:9]=[CH:10][C:5]([O:4][CH2:3][CH2:2][NH:1][C:36](=[O:38])[CH3:37])=[C:6]([C:23]([F:25])([F:24])[F:26])[CH:7]=2)[N:16]=1)#[N:18]. Reported procedure: 6-(4-(2-Aminoethoxy)-3-(trifluoromethyl)phenyl)-1-methyl-1H-[1,2,3]triazolo-[4,5-c]pyridine-4-carbonitrile (0.276 mmol, 0.1 g) and Hunig's base (0.828 mmol, 0.137 ml, 0.107 g) were stirred in THF (1 ml) at 0° C. acetyl chloride (0.552 mmol, 0.039 ml, 0.043 g) was added and the reaction was allowed to warm to room temperature and stirred for 1 hour. The resulting residue was taken up in DCM and washed with water. The organic was concentrated at reduced pressure. The resulting residue was purified... Reactants: CCCCO, C1CNCCN1, Clc1cccnc1Cl. Yields the product Clc1cccnc1N1CCNCC1. RXN SMILES: [CH2:15]([OH:16])[CH2:17][CH2:18][CH3:19].[CH2:1]1[CH2:2][NH:3][CH2:4][CH2:5][NH:6]1.[Cl:7][c:8]1[n:9][cH:10][cH:11][cH:12][c:13]1[Cl:14]>>[CH2:1]1[CH2:2][N:3]([c:8]2[n:9][cH:10][cH:11][cH:12][c:13]2[Cl:14])[CH2:4][CH2:5][NH:6]1. Starting materials: C(C)(=O)OC1=C(C=C(C(=O)N(C(C)C)C(C)C)C=C1)OC (4-acetoxy-3-methoxy-N,N-bis(1-methylethyl)-benzamide), NCCO (2-aminoethanol). The solvent is filtrate. Reaction conditions: time 16 hour. Product: OC1=C(C=C(C(=O)N(C(C)C)C(C)C)C=C1)OC (4-hydroxy-3-methoxy-N,N-bis(1-methylethyl)benzamide). RXN SMILES: C([O:4][C:5]1[CH:19]=[CH:18][C:8]([C:9]([N:11]([CH:15]([CH3:17])[CH3:16])[CH:12]([CH3:14])[CH3:13])=[O:10])=[CH:7][C:6]=1[O:20][CH3:21])(=O)C.NCCO>>[OH:4][C:5]1[CH:19]=[CH:18][C:8]([C:9]([N:11]([CH:12]([CH3:13])[CH3:14])[CH:15]([CH3:17])[CH3:16])=[O:10])=[CH:7][C:6]=1[O:20][CH3:21]. Procedure details: The combined filtrate (about 1260 mL), containing 4-acetoxy-3-methoxy-N,N-bis(1-methylethyl)-benzamide, is treated at room temperature under nitrogen while stirring with 2-aminoethanol (43.1 g, 42.6 mL) added dropwise over a 5 minute period. The reaction mixture is then heated at 78°-85° for 5 hours. The heat source is removed and water (400 mL) is added slowly over a period of 30 minutes. The stirred slurry is cooled to room temperature and stirring at room temperature is continued for 16 hours... Reactants: FC=1C=C2C=C(N(C2=CC1)CC1=CC(=CC=C1)F)C(=O)O (5-fluoro-1-(3-fluorobenzyl)-1H-indole-2-carboxylic acid), OC1CN(C1)C1=NC=C(C=C1)N (2-(3-hydroxyazetidin-1-yl)-5-aminopyridine). The product is OC1CN(C1)C1=CC=C(C=N1)NC(=O)C=1N(C2=CC=C(C=C2C1)F)CC1=CC(=CC=C1)F (N-[6-(3-Hydroxyazetidin-1-yl)pyridin-3-yl]-5-fluoro-1-(3-fluorobenzyl)-1H-indole-2-carboxamide). RXN SMILES: [F:1][C:2]1[CH:3]=[C:4]2[C:8](=[CH:9][CH:10]=1)[N:7]([CH2:11][C:12]1[CH:17]=[CH:16][CH:15]=[C:14]([F:18])[CH:13]=1)[C:6]([C:19]([OH:21])=O)=[CH:5]2.[OH:22][CH:23]1[CH2:26][N:25]([C:27]2[CH:32]=[CH:31][C:30]([NH2:33])=[CH:29][N:28]=2)[CH2:24]1>>[OH:22][CH:23]1[CH2:26][N:25]([C:27]2[N:28]=[CH:29][C:30]([NH:33][C:19]([C:6]3[N:7]([CH2:11][C:12]4[CH:17]=[CH:16][CH:15]=[C:14]([F:18])[CH:13]=4)[C:8]4[C:4]([CH:5]=3)=[CH:3][C:2]([F:1])=[CH:10][CH:9]=4)=[O:21])=[CH:31][CH:32]=2)[CH2:24]1. Procedure details: The process is carried out according to the method described in example 2, using 0.5 g (1.74 mmol) of 5-fluoro-1-(3-fluorobenzyl)-1H-indole-2-carboxylic acid (example 1.1) and 0.35 g (2.09 mmol) of 2-(3-hydroxyazetidin-1-yl)-5-aminopyridine, obtained in step 10.2 (Compound Ve). Reactants: BrC1=CC=C(OC[C@H](CC(=O)O)O)C=C1 ((3S)-4-(4-bromophenoxy)-3-hydroxybutanoic acid), CCN=C=NCCC[N+](C)(C)C.[I-] (1-[3-(dimethylamino)propyl]-3-ethylcarbodiimide methiodide), ON1N=NC2=C1C=CC=C2 (1-hydroxybenzotriazole), CN1CCOCC1 (4-methylmorpholine), Cl.C(C1=CC=CC=C1)ON (O-benzylhydroxylamine hydrochloride), Cl (HCl). The solvent is CN(C)C=O (DMF). Run at time 5 minute. The product is C(C1=CC=CC=C1)ONC(C[C@@H](COC1=CC=C(C=C1)Br)O)=O ((3 S)-N-(benzyloxy)-4-(4-bromophenoxy)-3-hydroxybutanamide). Yield: 93.7%. RXN SMILES: [Br:1][C:2]1[CH:15]=[CH:14][C:5]([O:6][CH2:7][C@@H:8]([OH:13])[CH2:9][C:10]([OH:12])=O)=[CH:4][CH:3]=1.CCN=C=NCCC[N+](C)(C)C.[I-].ON1C2C=CC=CC=2N=N1.CN1CCOCC1.Cl.[CH2:47]([O:54][NH2:55])[C:48]1[CH:53]=[CH:52][CH:51]=[CH:50][CH:49]=1.Cl>CN(C=O)C>[CH2:47]([O:54][NH:55][C:10](=[O:12])[CH2:9][C@H:8]([OH:13])[CH2:7][O:6][C:5]1[CH:4]=[CH:3][C:2]([Br:1])=[CH:15][CH:14]=1)[C:48]1[CH:53]=[CH:52][CH:51]=[CH:50][CH:49]=1 |f:1.2,5.6|. Procedure details: A solution of Example 3C (121.2 g) in DMF (1 L) at 5° C. was treated sequentially with 1-[3-(dimethylamino)propyl]-3-ethylcarbodiimide methiodide (92.9 g), 1-hydroxybenzotriazole (68.5 g), and 4-methylmorpholine (193 mL), stirred for 5 minutes, treated with O-benzylhydroxylamine hydrochloride (73.5 g), warmed to room temperature, treated with 5% HCl (2.1 L) over 35 minutes, and filtered. The solid was washed with water and dried under vacuum (100 mm Hg) at 50° C. with a nitrogen bleed to provide...